Dataset: the Open Reaction Database (ORD), a public repository of structured organic reaction records. Task: describe an organic reaction: reactants, conditions, products, and yield Reactants: C(=O)([O-])[O-].[K+].[K+] (K2CO3), C1(=C(C=CC=C1)B(O)O)C (2-tolylboronic acid), IC1=C(C=CC(=C1OC)[N+](=O)[O-])OC (2-Iodo-1,3-dimethoxy-4-nitrobenzene). The reagents and catalysts are C1=CC=C(C=C1)P([C-]2C=CC=C2)C3=CC=CC=C3.C1=CC=C(C=C1)P([C-]2C=CC=C2)C3=CC=CC=C3.Cl[Pd]Cl.[Fe+2] (Pd(dppf)Cl2). The solvent is O1CCOCC1.C(C)#N.O (dioxane acetonitrile water). Conditions: temperature 90 celsius, time 32 hour. The product is COC1=C(C(=CC=C1[N+](=O)[O-])OC)C1=C(C=CC=C1)C (2,6-Dimethoxy-2′-methyl-3-nitrobiphenyl). RXN SMILES: I[C:2]1[C:7]([O:8][CH3:9])=[C:6]([N+:10]([O-:12])=[O:11])[CH:5]=[CH:4][C:3]=1[O:13][CH3:14].[C:15]1([CH3:24])[CH:20]=[CH:19][CH:18]=[CH:17][C:16]=1B(O)O.C([O-])([O-])=O.[K+].[K+]>O1CCOCC1.C(#N)C.O.C1C=CC(P(C2C=CC=CC=2)[C-]2C=CC=C2)=CC=1.C1C=CC(P(C2C=CC=CC=2)[C-]2C=CC=C2)=CC=1.Cl[Pd]Cl.[Fe+2]>[CH3:9][O:8][C:7]1[C:6]([N+:10]([O-:12])=[O:11])=[CH:5][CH:4]=[C:3]([O:13][CH3:14])[C:2]=1[C:16]1[CH:17]=[CH:18][CH:19]=[CH:20][C:15]=1[CH3:24] |f:2.3.4,5.6.7,8.9.10.11|. Reported procedure: 2-Iodo-1,3-dimethoxy-4-nitrobenzene (0.5 g, 1.62 mmol) was dissolved in dioxane/acetonitrile/water (10 ml/2 ml/2 ml), and 2-tolylboronic acid was added. Pd(dppf)Cl2 (0.11 mg, 0.16 mmol) and K2CO3 (0.33 g, 2.43 mmol) were added to this, and the mixture was stirred at 90° C. for 32 h. After concentration, the residue was chromatographed on silica gel using petroleum ether/ethyl acetate. This gave 2,6-dimethoxy-2′-methyl-3-nitrobiphenyl (0.2 g) as a colorless powder. Product: O=C(O)C(CC1CCCC1)c1ccc([N+](=O)[O-])cc1. Reactants: CCOC(=O)C(CC1CCCC1)c1ccc([N+](=O)[O-])cc1, [Li+], C1CCOC1, [OH-], O. Reaction SMILES: [CH2:1]([CH3:2])[O:3][C:4]([CH:5]([CH2:6][CH:7]1[CH2:8][CH2:9][CH2:10][CH2:11]1)[c:12]1[cH:13][cH:14][c:15]([N+:18](=[O:19])[O-:20])[cH:16][cH:17]1)=[O:21].[Li+:22].[O:25]1[CH2:26][CH2:27][CH2:28][CH2:29]1.[OH-:23].[OH2:24]>>[O:3]=[C:4]([CH:5]([CH2:6][CH:7]1[CH2:8][CH2:9][CH2:10][CH2:11]1)[c:12]1[cH:13][cH:14][c:15]([N+:18](=[O:19])[O-:20])[cH:16][cH:17]1)[OH:21]. Starting materials: [BH4-], CCCCCC1=COC(C=O)(CCCCC)CC1, CC(C)O, [Na+]. Product: CCCCCC1CCC2(CCCCC)COC1O2. Reaction SMILES: [BH4-:19].[CH2:1]([CH2:2][CH2:3][CH2:4][CH3:5])[C:6]1([CH:17]=[O:18])[O:7][CH:8]=[C:9]([CH2:12][CH2:13][CH2:14][CH2:15][CH3:16])[CH2:10][CH2:11]1.[CH:21]([OH:22])([CH3:23])[CH3:24].[Na+:20]>>[CH2:1]([CH2:2][CH2:3][CH2:4][CH3:5])[C:6]12[O:7][CH:8]([CH:9]([CH2:12][CH2:13][CH2:14][CH2:15][CH3:16])[CH2:10][CH2:11]1)[O:18][CH2:17]2. Starting materials: C(CCC)OC1=CC=C(C=C1)C(C)=O (p-n butoxyacetophenone), BrBr (bromine). Yields the product C(CCC)OC1=CC=C(C(CBr)=O)C=C1 (p-n-butoxyphenacyl bromide). RXN SMILES: [CH2:1]([O:5][C:6]1[CH:11]=[CH:10][C:9]([C:12](=[O:14])[CH3:13])=[CH:8][CH:7]=1)[CH2:2][CH2:3][CH3:4].[Br:15]Br>>[CH2:1]([O:5][C:6]1[CH:7]=[CH:8][C:9]([C:12](=[O:14])[CH2:13][Br:15])=[CH:10][CH:11]=1)[CH2:2][CH2:3][CH3:4]. Procedure: reacting p-n butoxyacetophenone in solution with bromine stirred in slowly at room temperature to form p-n-butoxyphenacyl bromide; The reactants are ClC1=NC(=CC=C1[N+](=O)[O-])C (2-Chloro-3-nitro-6-picoline), ice, FC(C(=O)O)(F)F (trifluoroacetic acid), C(C)(=O)OO (peracetic acid). Solvent: C(C)(=O)O (acetic acid). The product is ClC1=[N+](C(=CC=C1[N+](=O)[O-])C)[O-] (2-Chloro-3-nitro-6-picoline-N-oxide). RXN SMILES: [Cl:1][C:2]1[C:7]([N+:8]([O-:10])=[O:9])=[CH:6][CH:5]=[C:4]([CH3:11])[N:3]=1.FC(F)(F)C(O)=[O:15].C(OO)(=O)C>C(O)(=O)C>[Cl:1][C:2]1[C:7]([N+:8]([O-:10])=[O:9])=[CH:6][CH:5]=[C:4]([CH3:11])[N+:3]=1[O-:15]. Procedure details: 2-Chloro-3-nitro-6-picoline (2 g, 11.6 mmol) was added to an ice cooled mixture of trifluoroacetic acid (6 mL) and 30% peracetic acid in acetic acid (6 mL). The mixture was allowed to warm to room temperature over 30 minutes and was heated in a 60° C. oil bath for 5 hours. The mixture was partitioned between methylene chloride (100 mL) and water (50 mL). The pH was adjusted to 8 with 2.5N sodium hydroxide and the aqueous layer was extracted with more methylene chloride (2×50 mL). The combined me... RXN SMILES: [Br-:32].[CH2:18]([CH3:19])[O:20][C:21]([CH2:22][Br:23])=[O:24].[CH3:33][CH2:34][CH2:35][CH2:36][N+:37]([CH2:38][CH2:39][CH2:40][CH3:41])([CH2:42][CH2:43][CH2:44][CH3:45])[CH2:46][CH2:47][CH2:48][CH3:49].[K+:26].[O:1]=[c:2]1[nH:3][c:4]2[cH:5][cH:6][cH:7][cH:8][c:9]2[cH:10][c:11]1-[c:12]1[cH:13][cH:14][cH:15][cH:16][cH:17]1.[O:50]1[CH2:51][CH2:52][CH2:53][CH2:54]1.[OH-:25].[S:27](=[O:28])(=[O:29])([OH:30])[OH:31]>>[O:1]=[c:2]1[n:3]([CH2:22][C:21]([O:20][CH2:18][CH3:19])=[O:24])[c:4]2[cH:5][cH:6][cH:7][cH:8][c:9]2[cH:10][c:11]1-[c:12]1[cH:13][cH:14][cH:15][cH:16][cH:17]1. Reactants: [Br-], CCOC(=O)CBr, CCCC[N+](CCCC)(CCCC)CCCC, [K+], O=c1[nH]c2ccccc2cc1-c1ccccc1, C1CCOC1, [OH-], O=S(=O)(O)O. Yields the product CCOC(=O)Cn1c(=O)c(-c2ccccc2)cc2ccccc21. Reactants: C(C)(=O)OC(C)=O (acetic anhydride), C(=O)C=1NC(=C(C(C1C(=O)OCC)C1=C(C=CC=C1)\C=C\C(=O)OC(C)(C)C)C(=O)OCC)C (2-Formyl-6-methyl-4(E)-(2-(3-(1,1-dimethylethoxy)-3-oxo-1-propenyl)phenyl)-1,4-dihydro-3,5-pyridinedicarboxylic acid, diethyl ester), Cl.NO (hydroxylamine hydrochloride), C(C)(=O)[O-].[Na+] (sodium acetate). The solvent is C(C)(=O)O (acetic acid). Product: C(#N)C=1NC(=C(C(C1C(=O)OCC)C1=C(C=CC=C1)\C=C\C(=O)OC(C)(C)C)C(=O)OCC)C (2-Cyano-6-methyl-4(E)-(2-(3-(1,1-dimethylethoxy)-3-oxo-1-propenyl)-phenyl)-1,4-dihydro-3,5-pyridinedicarboxylic acid, diethyl ester). Yield: 15.6%. Reaction SMILES: [CH:1]([C:3]1[NH:4][C:5]([CH3:34])=[C:6]([C:29]([O:31][CH2:32][CH3:33])=[O:30])[CH:7]([C:14]2[CH:19]=[CH:18][CH:17]=[CH:16][C:15]=2/[CH:20]=[CH:21]/[C:22]([O:24][C:25]([CH3:28])([CH3:27])[CH3:26])=[O:23])[C:8]=1[C:9]([O:11][CH2:12][CH3:13])=[O:10])=O.Cl.[NH2:36]O.C([O-])(=O)C.[Na+].C(OC(=O)C)(=O)C>C(O)(=O)C>[C:1]([C:3]1[NH:4][C:5]([CH3:34])=[C:6]([C:29]([O:31][CH2:32][CH3:33])=[O:30])[CH:7]([C:14]2[CH:19]=[CH:18][CH:17]=[CH:16][C:15]=2/[CH:20]=[CH:21]/[C:22]([O:24][C:25]([CH3:27])([CH3:28])[CH3:26])=[O:23])[C:8]=1[C:9]([O:11][CH2:12][CH3:13])=[O:10])#[N:36] |f:1.2,3.4|. Reported procedure: A solution of the product of Example 2 (2.9 g), hydroxylamine hydrochloride (0.51 g) and sodium acetate (0.76 g) in acetic acid (30 ml) was stirred for 2 h at room temperature, then acetic anhydride (2.2 g) was added to the reaction. The mixture was heated to 95°-100° for 5 h and then extracted with ethyl acetate. The organic phase was washed with 5% sodium hydroxide and brine, dried over Na2SO4 and evaporated. The residue was purified by column chromatography on silica gel eluting with cyclohex... Starting materials: CN1C(=CC=C1)[Sn](CCCC)(CCCC)CCCC (1-methyl-2-tri-n-butylstannylpyrrole), ClS(=O)(=O)O[Si](C)(C)C (trimethylsilyl chlorosulfonate), saturated aqueous solution, C(O)([O-])=O.[Na+] (sodium hydrogencarbonate). The solvent is C(Cl)(Cl)(Cl)Cl (carbon tetrachloride), C(Cl)(Cl)(Cl)Cl (carbon tetrachloride). Conditions: temperature 50 celsius, time 30 minute. The product is O.CN1C=C(C=C1)S(=O)(=O)[O-].[Na+] (sodium 1-methylpyrrole-3-sulfonate monohydrate). RXN SMILES: Cl[S:2]([O:5][Si](C)(C)C)(=[O:4])=[O:3].[CH3:10][N:11]1[CH:15]=[CH:14][CH:13]=[C:12]1[Sn](CCCC)(CCCC)CCCC.C(=O)([O-])O.[Na+:33]>C(Cl)(Cl)(Cl)Cl>[OH2:3].[CH3:10][N:11]1[CH:15]=[CH:14][C:13]([S:2]([O-:5])(=[O:4])=[O:3])=[CH:12]1.[Na+:33] |f:2.3,5.6.7|. Procedure: Under an argon gas atmosphere, a solution of 9.44 g (50 mmol) of trimethylsilyl chlorosulfonate in 50 ml of carbon tetrachloride was gradually added under stirring to a solution of 18.5 g (50 mmol) of 1-methyl-2-tri-n-butylstannylpyrrole in 150 ml of carbon tetrachloride, followed by stirring at 50° C. for 30 minutes and further at room temperature for 30 minutes. To the reaction mixture, 300 ml of a saturated aqueous solution of sodium hydrogencarbonate were added, followed by stirring at room ...